This data is from the Open Reaction Database (ORD), a public repository of structured organic reaction records. The task is: describe an organic reaction: reactants, conditions, products, and yield Reactants: ClC1=CC(=C(OC2=C(C=C(C#N)C=C2)F)C=C1)F (4-(4-chloro-2-fluoro-phenoxy)-3-fluoro-benzonitrile). The reagents and catalysts are [Ni] (Raney nickel). Run in N (ammonia). Product: ClC1=CC(=C(OC2=C(C=C(CN)C=C2)F)C=C1)F (4-(4-chloro-2-fluoro-phenoxy)-3-fluoro-benzylamine). Yield: 99.0%. Reaction SMILES: [Cl:1][C:2]1[CH:17]=[CH:16][C:5]([O:6][C:7]2[CH:14]=[CH:13][C:10]([C:11]#[N:12])=[CH:9][C:8]=2[F:15])=[C:4]([F:18])[CH:3]=1>N.[Ni]>[Cl:1][C:2]1[CH:17]=[CH:16][C:5]([O:6][C:7]2[CH:14]=[CH:13][C:10]([CH2:11][NH2:12])=[CH:9][C:8]=2[F:15])=[C:4]([F:18])[CH:3]=1. Reported procedure: 1.0 g (3.76 mmol) of 4-(4-chloro-2-fluoro-phenoxy)-3-fluoro-benzonitrile were hydrogenated in 30 mL methanolic ammonia solution with the addition of Raney nickel at 50° C. under a hydrogen pressure of 50 psi. Then the catalyst was filtered off and the filtrate was evaporated to dryness. The crude product thus obtained was reacted further without any further purification.